From a dataset of the Open Reaction Database (ORD), a public repository of structured organic reaction records. describe an organic reaction: reactants, conditions, products, and yield Yields the product Cc1sc2c(c1C)C(c1ccccc1)=[N+]([O-])Cc1nc(C(=O)O)nn1-2. Starting materials: Cc1sc(-n2nc(C(=O)O)nc2CCl)c(C(=O)c2ccccc2)c1C, O=C([O-])[O-], CCO, Cl, [I-], [K+], [K+], NO, [Na+], O. As a reaction SMILES: [C:1]([c:2]1[cH:3][cH:4][cH:5][cH:6][cH:7]1)([c:9]1[c:10](-[n:16]2[n:17][c:18]([C:23](=[O:24])[OH:25])[n:19][c:20]2[CH2:21][Cl:8])[s:11][c:12]([CH3:15])[c:13]1[CH3:14])=[O:22].[C:29](=[O:30])([O-:31])[O-:32].[CH3:38][CH2:39][OH:40].[ClH:26].[I-:36].[K+:33].[K+:34].[NH2:27][OH:28].[Na+:35].[OH2:37]>>[C:1]1([c:2]2[cH:3][cH:4][cH:5][cH:6][cH:7]2)=[N+:27]([O-:28])[CH2:21][c:20]2[n:16]([n:17][c:18]([C:23](=[O:24])[OH:25])[n:19]2)-[c:10]2[c:9]1[c:13]([CH3:14])[c:12]([CH3:15])[s:11]2. The reactants are BrC1=C2C=CN=CC2=CC=C1 (5-bromoisoquinoline), O.O.O.O.O.O.C(C=1C(C(=O)[O-])=CC=CC1)(=O)O[O-].[Mg+2] (magnesium monoperoxyphthalate hexahydrate). The solvent is CC(C)O (2-propanol). Reaction conditions: time 50 hour. The product is BrC1=C2C=C[N+](=CC2=CC=C1)[O-] (5-bromoisoquinoline 2-oxide). As a reaction SMILES: [Br:1][C:2]1[CH:11]=[CH:10][CH:9]=[C:8]2[C:3]=1[CH:4]=[CH:5][N:6]=[CH:7]2.O.O.O.O.O.O.C(O[O-])(=O)C1C(=CC=CC=1)C([O-])=[O:22].[Mg+2]>CC(O)C>[Br:1][C:2]1[CH:11]=[CH:10][CH:9]=[C:8]2[C:3]=1[CH:4]=[CH:5][N+:6]([O-:22])=[CH:7]2 |f:1.2.3.4.5.6.7.8|. Procedure: 3.1 A suspension of 6.24 g (30.0 mmol) of 5-bromoisoquinoline and 17.5 g (30 mmol) of magnesium monoperoxyphthalate hexahydrate (85%) in 120 ml of 2-propanol is stirred at room temperature for 50 hours. The reaction mixture is evaporated in vacuo, and saturated sodium chloride solution, saturated sodium hydrogencarbonate solution and dichloromethane are added. The organic phase is separated off and washed a number of times with saturated sodium chloride solution. The organic phase is dried over ... As a reaction SMILES: Cl[CH2:2][CH2:3][CH2:4][S:5]([NH:8][CH2:9][CH:10]([O:29][C:30]1[CH:34]=[CH:33][O:32][N:31]=1)[CH2:11][S:12][CH2:13][CH2:14][CH2:15][CH2:16][CH2:17][CH2:18][CH2:19][CH2:20][CH2:21][CH2:22][CH2:23][CH2:24][CH2:25][CH2:26][CH2:27][CH3:28])(=[O:7])=[O:6].C(SCC(OC)CNS(CCC[I:62])(=O)=O)CCCCCCCCCCCCCCC>>[CH2:13]([S:12][CH2:11][CH:10]([O:29][C:30]1[CH:34]=[CH:33][O:32][N:31]=1)[CH2:9][NH:8][S:5]([CH2:4][CH2:3][CH2:2][I:62])(=[O:7])=[O:6])[CH2:14][CH2:15][CH2:16][CH2:17][CH2:18][CH2:19][CH2:20][CH2:21][CH2:22][CH2:23][CH2:24][CH2:25][CH2:26][CH2:27][CH3:28]. Reactants: ClCCCS(=O)(=O)NCC(CSCCCCCCCCCCCCCCCC)OC1=NOC=C1 (3-(3-Chloropropylsulfonylamino)-1-hexadecylthio-2-(3-isoxazolyloxy)propane), C(CCCCCCCCCCCCCCC)SCC(CNS(=O)(=O)CCCI)OC (1-hexadecylthio-3-(3-iodopropylsulfonylamino)-2-methoxypropane). The product is C(CCCCCCCCCCCCCCC)SCC(CNS(=O)(=O)CCCI)OC1=NOC=C1 (1-hexadecylthio-3-(3-iodopropylsulfonylamino)-2-(3-isoxazolyloxy)propane). Reported procedure: 3-(3-Chloropropylsulfonylamino)-1-hexadecylthio-2-(3-isoxazolyloxy)propane IIIj1 is allowed to react and worked up by the same procedure as described in (5). The summary of the experimental condition and the physical data of the product are listed in Table 8. Reactants: C(=O)(C1=CC=CC=C1)Cl (BzCl), C(C1=CC=CC=C1)(=O)NC1=NC(N(C=C1)[C@H]1[C@H](O)[C@H](O)[C@H](O)CO1)=O (N4-benzoyl-1-(β-D-ribopyranosyl)cytosine), C(CC)O (n-propanol). Run in N1=CC=CC=C1 (pyridine), CN(C=O)C (dimethylformamide). Run at temperature 124 celsius, time 8 hour. Yields the product C(C1=CC=CC=C1)(=O)NC1=NC(N(C=C1)[C@H]1[C@H](OC(C2=CC=CC=C2)=O)[C@H](O)[C@H](O)CO1)=O (N4-Benzoyl-1-(2′-O-benzoyl-β-D-ribopyranosyl]cytosine). As a reaction SMILES: [C:1]([NH:9][C:10]1[CH:15]=[CH:14][N:13]([C@@H:16]2[O:24][CH2:23][C@@H:21]([OH:22])[C@@H:19]([OH:20])[C@H:17]2[OH:18])[C:12](=[O:25])[N:11]=1)(=[O:8])[C:2]1[CH:7]=[CH:6][CH:5]=[CH:4][CH:3]=1.[C:26](Cl)([C:28]1[CH:33]=[CH:32][CH:31]=[CH:30][CH:29]=1)=[O:27].C(O)CC>CN(C)C=O.N1C=CC=CC=1>[C:1]([NH:9][C:10]1[CH:15]=[CH:14][N:13]([C@@H:16]2[O:24][CH2:23][C@@H:21]([OH:22])[C@@H:19]([OH:20])[C@H:17]2[O:18][C:26](=[O:27])[C:28]2[CH:33]=[CH:32][CH:31]=[CH:30][CH:29]=2)[C:12](=[O:25])[N:11]=1)(=[O:8])[C:2]1[CH:3]=[CH:4][CH:5]=[CH:6][CH:7]=1. Reported procedure: 54.0 g (0.155 mol) of N4-benzoyl-1-(β-D-ribopyranosyl)cytosine 1 were dissolved in 830 ml of dimethylformamide (DMF) and 1.5 l of pyridine (both solvents dried and stored over molecular sieve 3 Å) with warming to 124° C. 23.0 g (0.163 mol; 1.05 eq.) of BzCl, dissolved in 210 ml of pyridine, were added dropwise at −58° to −63° C. in the course of 3.5 h. The batch was stirred overnight in a cooling bath. 90.3 g (1.5 mol; 10 eq.) of n-propanol were stirred in and the batch was concentrated at 40° C... Reactants: C(C1=CC=CC=C1)OC1=C(C=C(C(=C1)OCC1=CC=CC=C1)C(=C)C)C(=O)N1CC2=CC=C(C=C2C1)CC=O (2—(2-{[2,4-bis(benzyloxy)-5-(prop-1-en-2-yl)phenyl]carbonyl}-2,3-dihydro-1H-isoindol-5-yl)acetaldehyde), C1(CCCC1)OC(C1(N)CCCC1)=O (cycloleucine cyclopentyl ester). Product: OC1=C(C=C(C(=C1)O)C(C)C)C(=O)N1CC2=CC=C(C=C2C1)CCNC1(CCCC1)C(=O)OC1CCCC1 (cyclopentyl 1-{[2-(2-{[2,4-dihydroxy-5-(propan-2-yl)phenyl]carbonyl}-2,3-dihydro-1H-isoindol-5-yl)ethyl]amino}cyclopentanecarboxylate). Reaction SMILES: C([O:8][C:9]1[CH:14]=[C:13]([O:15]CC2C=CC=CC=2)[C:12]([C:23]([CH3:25])=[CH2:24])=[CH:11][C:10]=1[C:26]([N:28]1[CH2:36][C:35]2[C:30](=[CH:31][CH:32]=[C:33]([CH2:37][CH:38]=O)[CH:34]=2)[CH2:29]1)=[O:27])C1C=CC=CC=1.[CH:40]1([O:45][C:46](=[O:53])[C:47]2([CH2:52][CH2:51][CH2:50][CH2:49]2)[NH2:48])[CH2:44][CH2:43][CH2:42][CH2:41]1>>[OH:8][C:9]1[CH:14]=[C:13]([OH:15])[C:12]([CH:23]([CH3:24])[CH3:25])=[CH:11][C:10]=1[C:26]([N:28]1[CH2:36][C:35]2[C:30](=[CH:31][CH:32]=[C:33]([CH2:37][CH2:38][NH:48][C:47]3([C:46]([O:45][CH:40]4[CH2:41][CH2:42][CH2:43][CH2:44]4)=[O:53])[CH2:49][CH2:50][CH2:51][CH2:52]3)[CH:34]=2)[CH2:29]1)=[O:27]. Reported procedure: Prepared from Intermediate F and cycloleucine cyclopentyl ester. 1H NMR (300 MHz, d3-MeOD) 6.99-7.20 (4H, m), 6.26 (1H, s) 5.01 (1H, t, J=5.7 Hz), 3.38-3.67 (3H, m), 3.09 (1H, sep, J=6.8 Hz), 2.57-2.75 (4H, m), 1.37-2.15 (16H, m), 1.10 (6H, d, J=6.9 Hz) LC/MS: purity >98%, m/z 521.25 [M+H]+ The yield is 87.3%. The product is C(C1=CC=CC=C1)N1C(COC(CC1)(COC1=CC=C(C=C1)OC)C1=CC(=C(C=C1)Cl)Cl)=O ((7RS)-4-benzyl-7-(3,4-dichlorophenyl)-7-[(4-methoxyphenoxy)methyl]-1,4-oxazepan-3-one). Procedure: To a solution of N-benzyl-2-chloro-N-[(3RS)-3-(3,4-dichlorophenyl)-3-hydroxy-4-(4-methoxyphenoxy)butyl]acetamide (7.41 g) in THF (741 mL) was added sodium tert-butoxide (1.37 g), and the mixture was stirred at 0° C. for 2 hr, and then stirred while warming to room temperature for 14 hr. To the reaction mixture was added water, and the mixture was concentrated. The concentrated residue was diluted with water, and the mixture was extracted with ethyl acetate. The obtained extract was washed with b... Conditions: temperature 0 celsius, time 2 hour. The reactants are C(C1=CC=CC=C1)N(C(CCl)=O)CCC(COC1=CC=C(C=C1)OC)(O)C1=CC(=C(C=C1)Cl)Cl (N-benzyl-2-chloro-N-[(3RS)-3-(3,4-dichlorophenyl)-3-hydroxy-4-(4-methoxyphenoxy)butyl]acetamide), CC(C)([O-])C.[Na+] (sodium tert-butoxide), O (water). Reaction SMILES: [CH2:1]([N:8]([CH2:13][CH2:14][C:15]([C:27]1[CH:32]=[CH:31][C:30]([Cl:33])=[C:29]([Cl:34])[CH:28]=1)([OH:26])[CH2:16][O:17][C:18]1[CH:23]=[CH:22][C:21]([O:24][CH3:25])=[CH:20][CH:19]=1)[C:9](=[O:12])[CH2:10]Cl)[C:2]1[CH:7]=[CH:6][CH:5]=[CH:4][CH:3]=1.CC(C)([O-])C.[Na+].O>C1COCC1>[CH2:1]([N:8]1[CH2:13][CH2:14][C:15]([C:27]2[CH:32]=[CH:31][C:30]([Cl:33])=[C:29]([Cl:34])[CH:28]=2)([CH2:16][O:17][C:18]2[CH:23]=[CH:22][C:21]([O:24][CH3:25])=[CH:20][CH:19]=2)[O:26][CH2:10][C:9]1=[O:12])[C:2]1[CH:7]=[CH:6][CH:5]=[CH:4][CH:3]=1 |f:1.2|. Solvent: C1CCOC1 (THF). The reactants are CCOCCn1c(N2CCCNCC2)nc2ccccc21, COc1cc(C(=O)N2CCC(CCOS(C)(=O)=O)(c3ccc(F)c(F)c3)C2)cc(OC)c1OC, CC#N, CCN(C(C)C)C(C)C, I. Product: CCOCCn1c(N2CCCN(CCC3(c4ccc(F)c(F)c4)CCN(C(=O)c4cc(OC)c(OC)c(OC)c4)C3)CC2)nc2ccccc21. As a reaction SMILES: [CH2:36]([CH3:37])[O:38][CH2:39][CH2:40][n:41]1[c:42]([N:50]2[CH2:51][CH2:52][NH:53][CH2:54][CH2:55][CH2:56]2)[n:43][c:44]2[c:45]1[cH:46][cH:47][cH:48][cH:49]2.[CH3:1][O:2][c:3]1[cH:4][c:5]([C:6](=[O:7])[N:8]2[CH2:9][C:10]([CH2:13][CH2:14][O:15][S:16]([CH3:17])(=[O:18])=[O:19])([c:20]3[cH:21][c:22]([F:27])[c:23]([F:26])[cH:24][cH:25]3)[CH2:11][CH2:12]2)[cH:28][c:29]([O:33][CH3:34])[c:30]1[O:31][CH3:32].[CH3:66][C:67]#[N:68].[CH:57]([N:58]([CH2:59][CH3:60])[CH:61]([CH3:62])[CH3:63])([CH3:64])[CH3:65].[IH:35]>>[CH3:1][O:2][c:3]1[cH:4][c:5]([C:6](=[O:7])[N:8]2[CH2:9][C:10]([CH2:13][CH2:14][N:53]3[CH2:52][CH2:51][N:50]([c:42]4[n:41]([CH2:40][CH2:39][O:38][CH2:36][CH3:37])[c:45]5[c:44]([n:43]4)[cH:49][cH:48][cH:47][cH:46]5)[CH2:56][CH2:55][CH2:54]3)([c:20]3[cH:21][c:22]([F:27])[c:23]([F:26])[cH:24][cH:25]3)[CH2:11][CH2:12]2)[cH:28][c:29]([O:33][CH3:34])[c:30]1[O:31][CH3:32].